This data is from the Open Reaction Database (ORD), a public repository of structured organic reaction records. The task is: describe an organic reaction: reactants, conditions, products, and yield Reactants: C(#N)C1=CNC2=CC=C(C=C12)CCCl (3-cyano-5-(2-chloroethyl)indole), [N-]=[N+]=[N-].[Na+] (sodium azide). The solvent is CN(C)C=O (DMF). Run at temperature 80 celsius. Product: C(#N)C1=CNC2=CC=C(C=C12)CCN=[N+]=[N-] (3-Cyano-5-(2-azidoethyl)indole). The yield is 95.4%. Reaction SMILES: [C:1]([C:3]1[C:11]2[C:6](=[CH:7][CH:8]=[C:9]([CH2:12][CH2:13]Cl)[CH:10]=2)[NH:5][CH:4]=1)#[N:2].[N-:15]=[N+:16]=[N-:17].[Na+]>CN(C=O)C>[C:1]([C:3]1[C:11]2[C:6](=[CH:7][CH:8]=[C:9]([CH2:12][CH2:13][N:15]=[N+:16]=[N-:17])[CH:10]=2)[NH:5][CH:4]=1)#[N:2] |f:1.2|. Reported procedure: A mixture of 1.92 g (9.38 mmol) 3-cyano-5-(2-chloroethyl)indole (reference example 4) and 1.53 g (23.5 mmol) sodium azide in 10 mL DMF is heated to 80° C. for three hours, followed by azeotroping with toluene. The resulting residue is chromatographed (2:1 hexane:ethyl acetate) to provide 1.89 g of the product as a brown solid in 95% yield. 1H NMR (CDCl3): δ 3.03 (2H, t, J=7.1 Hz), 3.57 (2H, t, J=7 Hz), 7.20 (1H, dd, J=8, 1 Hz), 7.43 (1H, d, J=8 Hz), 7.62 (1H, s), 7.73 (1H, d, J=3 Hz), 8.81 (1H, ...